This data is from the Open Reaction Database (ORD), a public repository of structured organic reaction records. The task is: describe an organic reaction: reactants, conditions, products, and yield Reactants: C(C)N(CCC1=CC=C(C=C1)O)C1=C(C=CC(=C1)OC)C1CC2=CC=C(C=C2CC1)OC (4-{2-{ethyl[5-methoxy-2-(6-methoxy-1,2,3,4-tetrahydronaphthalen-2-yl)phenyl]amino}ethyl}phenol), Cl.ClCCN(CC)CC ((2-chloroethyl)diethylamine hydrochloride), C(C)N(CCOC1=CC=C(C=C1)CCN(C1=C(C=CC(=C1)OC)C1CC2=CC=C(C=C2CC1)OC)CC)CC ({2-[4-(2-diethylaminoethoxy)phenyl]ethyl}ethyl[5-methoxy-2-(6-methoxy-1,2,3,4-tetrahydronaphthalen-2-yl)phenyl]amine). Product: C(C)N(CCOC1=CC=C(C=C1)CCN(C1=C(C=CC(=C1)O)C1CC=2C=CC(=CC2CC1)O)CC)CC (6-{2-{{2-[4-(2-Diethylaminoethoxy)phenyl]ethyl}ethylamino}-4-hydroxyphenyl}-5,6,7,8-tetrahydronaphthalen-2-ol). RXN SMILES: C(N(C1C=C(OC)C=CC=1C1CCC2C(=CC=C(OC)C=2)C1)CCC1C=CC(O)=CC=1)C.Cl.ClCCN(CC)CC.[CH2:42]([N:44]([CH2:79][CH3:80])[CH2:45][CH2:46][O:47][C:48]1[CH:53]=[CH:52][C:51]([CH2:54][CH2:55][N:56]([CH2:77][CH3:78])[C:57]2[CH:62]=[C:61]([O:63]C)[CH:60]=[CH:59][C:58]=2[CH:65]2[CH2:74][CH2:73][C:72]3[C:67](=[CH:68][CH:69]=[C:70]([O:75]C)[CH:71]=3)[CH2:66]2)=[CH:50][CH:49]=1)[CH3:43]>>[CH2:79]([N:44]([CH2:42][CH3:43])[CH2:45][CH2:46][O:47][C:48]1[CH:53]=[CH:52][C:51]([CH2:54][CH2:55][N:56]([CH2:77][CH3:78])[C:57]2[CH:62]=[C:61]([OH:63])[CH:60]=[CH:59][C:58]=2[CH:65]2[CH2:74][CH2:73][C:72]3[CH:71]=[C:70]([OH:75])[CH:69]=[CH:68][C:67]=3[CH2:66]2)=[CH:50][CH:49]=1)[CH3:80] |f:1.2|. Reported procedure: Synthesized from 4-{2-{ethyl[5-methoxy-2-(6-methoxy-1,2,3,4-tetrahydronaphthalen-2-yl)phenyl]amino}ethyl}phenol (324 mg) and (2-chloroethyl)diethylamine hydrochloride (168 mg) according to an analogous synthetic method to Preparation Example 40, the total amount of {2-[4-(2-diethylaminoethoxy)phenyl]ethyl}ethyl[5-methoxy-2-(6-methoxy-1,2,3,4-tetrahydronaphthalen-2-yl)phenyl]amine was used according to an analogous synthetic method to Example 111 to provide the title compound (212 mg). Starting materials: FC=1C=C(OCC(=O)OCC)C=CC1 (ethyl 3-fluorophenoxy-acetate), CO (MeOH), O (H2O), O.[OH-].[Li+] (lithium hydroxide monohydrate). Run in C1CCOC1 (THF). Conditions: time 16 hour. The product is FC=1C=C(OCC(=O)O)C=CC1 (3-Fluorophenoxy-acetic acid). Isolated yield 97.0%. Reaction SMILES: [F:1][C:2]1[CH:3]=[C:4]([CH:12]=[CH:13][CH:14]=1)[O:5][CH2:6][C:7]([O:9]CC)=[O:8].CO.O.O.[OH-].[Li+]>C1COCC1>[F:1][C:2]1[CH:3]=[C:4]([CH:12]=[CH:13][CH:14]=1)[O:5][CH2:6][C:7]([OH:9])=[O:8] |f:3.4.5|. Procedure details: To a solution of ethyl 3-fluorophenoxy-acetate (2 g, 10 mmol) in 24 mL of a 1:1:1 solution of MeOH:H2O:THF is added lithium hydroxide monohydrate (2.25 g, 54 mmol). The solution is stirred for 16 hours. After this time, the solution is concentrated under reduced pressure to ⅓ of its volume. The remaining solution is acidified to pH=3 with 1N HCl (aq.). The aqueous solution is extracted with EtOAc. The organic layer is washed with a saturated solution NaCl (aq.). The organic layer is dried over M... Reactants: COCCOC, CO, Cc1ccc2c(c1)c(C(=O)Cl)cn2-c1nccc2ccccc12, Cl, Cl, Cl, N=C(N)N, [Na], O. Product: Cl, Cc1ccc2c(c1)c(C(=O)NC(=N)N)cn2-c1nccc2ccccc12. As a reaction SMILES: [CH3:32][O:33][CH2:34][CH2:35][O:36][CH3:37].[CH3:39][OH:40].[Cl:8][C:9](=[O:10])[c:11]1[cH:12][n:13](-[c:21]2[n:22][cH:23][cH:24][c:25]3[cH:26][cH:27][cH:28][cH:29][c:30]23)[c:14]2[cH:15][cH:16][c:17]([CH3:20])[cH:18][c:19]12.[ClH:2].[ClH:31].[ClH:7].[NH2:3][C:4](=[NH:5])[NH2:6].[Na:1].[OH2:38]>>[ClH:8].[NH:3]=[C:4]([NH:5][C:9](=[O:10])[c:11]1[cH:12][n:13](-[c:21]2[n:22][cH:23][cH:24][c:25]3[cH:26][cH:27][cH:28][cH:29][c:30]23)[c:14]2[cH:15][cH:16][c:17]([CH3:20])[cH:18][c:19]12)[NH2:6]. The reactants are C(C)(C)(C)OC(NC1=C(C=C(C=C1)C#CC1=CC=CC=C1)[N+](=O)[O-])=O ((2-Nitro-4-phenylethynyl-phenyl)-carbamic acid tert.-butyl ester), O.O.Cl[Sn]Cl (SnCl2.2H2O). The product is C(C)(C)(C)OC(NC1=C(C=C(C=C1)C#CC1=CC=CC=C1)N)=O ((2-Amino-4-phenylethynyl-phenyl)-carbamic acid tert.-butyl ester). Isolated yield 64.6%. As a reaction SMILES: [C:1]([O:5][C:6](=[O:25])[NH:7][C:8]1[CH:13]=[CH:12][C:11]([C:14]#[C:15][C:16]2[CH:21]=[CH:20][CH:19]=[CH:18][CH:17]=2)=[CH:10][C:9]=1[N+:22]([O-])=O)([CH3:4])([CH3:3])[CH3:2].O.O.Cl[Sn]Cl>>[C:1]([O:5][C:6](=[O:25])[NH:7][C:8]1[CH:13]=[CH:12][C:11]([C:14]#[C:15][C:16]2[CH:17]=[CH:18][CH:19]=[CH:20][CH:21]=2)=[CH:10][C:9]=1[NH2:22])([CH3:4])([CH3:2])[CH3:3] |f:1.2.3|. Procedure: Prepared from (2-nitro-4-phenylethynyl-phenyl)-carbamic acid tert.-butyl ester (Example F3) (403 mg, 1.19 mmol) by reduction with SnCl2.2H2O (1.34 g, 5.96 mmol) according to the general procedure G (method b). Obtained as an orange solid (237 mg).